describe an organic reaction: reactants, conditions, products, and yield From a dataset of the Open Reaction Database (ORD), a public repository of structured organic reaction records. The reactants are CCCCCC.C(CCC)[Li] (n-butyl lithium hexane), BrC1=NC=CC=C1C1OCCO1 (2-bromo-3-(1,3-dioxolan-2-yl)pyridine), BrC=1C=CC(=C(C=O)C1)OCOC (5-bromo-2-methoxymethoxybenzaldehyde). The solvent is C1CCOC1 (THF), C1CCOC1 (THF). Reaction conditions: time 15 minute. The product is BrC=1C=CC(=C(C(O)C2=NC=CC=C2C2OCCO2)C1)OCOC (2-(5-bromo-α-hydroxy-2-methoxymethoxybenzyl)-3-(1,3-dioxolan-2-yl)pyridine). Isolated yield 72.7%. As a reaction SMILES: Br[C:2]1[C:7]([CH:8]2[O:12][CH2:11][CH2:10][O:9]2)=[CH:6][CH:5]=[CH:4][N:3]=1.CCCCCC.C([Li])CCC.[Br:24][C:25]1[CH:26]=[CH:27][C:28]([O:33][CH2:34][O:35][CH3:36])=[C:29]([CH:32]=1)[CH:30]=[O:31]>C1COCC1>[Br:24][C:25]1[CH:26]=[CH:27][C:28]([O:33][CH2:34][O:35][CH3:36])=[C:29]([CH:32]=1)[CH:30]([C:2]1[C:7]([CH:8]2[O:12][CH2:11][CH2:10][O:9]2)=[CH:6][CH:5]=[CH:4][N:3]=1)[OH:31] |f:1.2|. Procedure details: To a solution of 2-bromo-3-(1,3-dioxolan-2-yl)pyridine (m.p. 35°-40° C.; 3.60 g) synthesized by a known method in THF (60 ml) was added, at -78° C. under argon atmosphere, a 1.6M n-butyl lithium hexane solution (10.8 ml). The mixture was stirred for 15 minutes at the same temperature, to which was then added a solution of 5-bromo-2-methoxymethoxybenzaldehyde (3.83 g) in THF (10 ml). The mixture was stirred for 15 minutes at the same temperature, then stirred for further 20 minutes while warming ... Starting materials: IC=1C=C(C=C(C1)I)NC(CCCC(=O)O)=O (N-(3,5-diiodophenyl) glutaric acid monoamide), C(C)(=O)OC(C)=O (acetic anhydride), C(C)(=O)[O-].[Na+] (sodium acetate). Run at time 1 hour. Yields the product IC=1C=C(C=C(C1)I)N1C(CCCC1=O)=O (N-(3,5-Diiodophenyl) glutarimide). Reaction SMILES: [I:1][C:2]1[CH:3]=[C:4]([NH:9][C:10](=[O:17])[CH2:11][CH2:12][CH2:13][C:14]([OH:16])=O)[CH:5]=[C:6]([I:8])[CH:7]=1.C(OC(=O)C)(=O)C.C([O-])(=O)C.[Na+]>>[I:1][C:2]1[CH:3]=[C:4]([N:9]2[C:10](=[O:17])[CH2:11][CH2:12][CH2:13][C:14]2=[O:16])[CH:5]=[C:6]([I:8])[CH:7]=1 |f:2.3|. Procedure details: A mixture comprising 23.0 g. of N-(3,5-diiodophenyl) glutaric acid monoamide, 50 g. of acetic anhydride and 1 g. of anhydrous sodium acetate was fed to a 100 ml. four-necked flask and heated with stirring at 80° - 90° C. for 1 hour. Thereafter, the acetic acid and acetic anhydride were removed by distillation under reduced pressure, and the residue was washed with water and then dried to obtain 21.2 g. of the above-mentioned compound in the form of white crystals, m.p. 177° - 178.5° C.